From a dataset of the Open Reaction Database (ORD), a public repository of structured organic reaction records. describe an organic reaction: reactants, conditions, products, and yield The reactants are Clc1ncnc2ccsc12, N#C[K]. The product is N#Cc1ncnc2ccsc12. Reaction SMILES: [Cl:1][c:2]1[c:3]2[c:4]([n:5][cH:6][n:7]1)[cH:8][cH:9][s:10]2.[K:11][C:12]#[N:13]>>[c:2]1([C:12]#[N:13])[c:3]2[c:4]([n:5][cH:6][n:7]1)[cH:8][cH:9][s:10]2. Reactants: ClC=1C=C(N)C=CC1 (3-chloroaniline), O=C1C=CC2=C(N1C1=CC=CC=C1)SC(=C2NC2=CC=CC=C2)C#N (6-Oxo-7-phenyl-3-phenylamino-6,7-dihydro-thieno[2,3-b]pyridine-2-carbonitrile). Product: ClC=1C=C(C=CC1)NC1=C(SC=2N(C(C=CC21)=O)C2=CC=CC=C2)C#N (3-(3-chlorophenylamino)-6-oxo-7-phenyl-6,7-dihydrothieno[2,3-b]pyridine-2-carbonitrile), product. Reaction SMILES: [Cl:1][C:2]1[CH:3]=[C:4]([CH:6]=[CH:7][CH:8]=1)[NH2:5].[O:9]=[C:10]1[N:15]([C:16]2[CH:21]=[CH:20][CH:19]=[CH:18][CH:17]=2)[C:14]2[S:22][C:23]([C:32]#[N:33])=[C:24](NC3C=CC=CC=3)[C:13]=2[CH:12]=[CH:11]1>>[Cl:1][C:2]1[CH:3]=[C:4]([NH:5][C:24]2[C:13]3[CH:12]=[CH:11][C:10](=[O:9])[N:15]([C:16]4[CH:17]=[CH:18][CH:19]=[CH:20][CH:21]=4)[C:14]=3[S:22][C:23]=2[C:32]#[N:33])[CH:6]=[CH:7][CH:8]=1. Procedure details: The title compound was prepared from 3-chloroaniline (115 mg, 0.9 mmol) following the method described for the compound of Example 18 to give the product as a pale yellow solid (125 mg). δH (CDCl3) 7.67-7.58 (3H, m), 7.44-7.41 (2H, m), 7.39 (1H, d, J 9.7 Hz), 7.31-7.26 (1H, m), 7.12-7.09 (1H, m), 7.04 (1H, t, J 2.0 Hz), 6.95-6.92 (1H, m), 6.57 (1H, d, J 9.7 Hz), 6.54 (1H, bs). LCMS (ES+) 378 (M+H)+35Cl, 380 (M+H)+37Cl.